Dataset: the Open Reaction Database (ORD), a public repository of structured organic reaction records. Task: describe an organic reaction: reactants, conditions, products, and yield Starting materials: C(C)(C)(C)OC(=O)N1CCC(CC1)N (4-Amino-piperidine-1-carboxylic acid tert-butyl ester), CCN(C(C)C)C(C)C (DIPEA), Amide, N1=CNC2=C1C=CC(=C2)C(=O)O (5-Benzimidazole carboxylic acid), CCN=C=NCCCN(C)C.Cl (EDC.HCl), C=1C=CC2=C(C1)N=NN2O (HOBt). Run in ClCCl (dichloromethane). Reaction SMILES: [N:1]1[C:5]2[CH:6]=[CH:7][C:8]([C:10]([OH:12])=O)=[CH:9][C:4]=2[NH:3][CH:2]=1.CCN=C=NCCCN(C)C.Cl.C1C=CC2N(O)N=NC=2C=1.C(O[C:40]([N:42]1[CH2:47][CH2:46][CH:45]([NH2:48])[CH2:44][CH2:43]1)=O)(C)(C)C.CCN(C(C)C)C(C)C>ClCCl>[CH3:40][N:42]1[CH2:47][CH2:46][CH:45]([NH:48][C:10]([C:8]2[CH:7]=[CH:6][C:5]3[N:1]=[CH:2][NH:3][C:4]=3[CH:9]=2)=[O:12])[CH2:44][CH2:43]1 |f:1.2|. Conditions: time 3 hour. Procedure: Step 1 (Amide Coupling): 5-Benzimidazole carboxylic acid (0.50 g, 3.1 mmol), EDC.HCl (0.72 g, 3.7 mmol) and HOBt (0.58 mg, 3.7 mmol) in dichloromethane (11 mL) was stirred at room temperature for 10 minutes. 4-Amino-piperidine-1-carboxylic acid tert-butyl ester (0.70 g, 3.4 mmol) and DIPEA (0.59 ml, 3.4 mmol) were added and the mixture was stirred for 3 hours. The mixture was then partitioned between EtOAc and sat. aqueous Na2CO3. The layers were separated and the aqueous layer was extracted wit... Yields the product CN1CCC(CC1)NC(=O)C1=CC2=C(N=CN2)C=C1 (3H-benzoimidazole-5-carboxylic acid (1-methyl-piperidin-4-yl)-amide). The reactants are C1CCNC1, COc1ccc2c(c1)CC(C)(CCC(C)=O)C2=O, Cc1ccccc1, CCOC(C)=O, CC(=O)O. Yields the product COc1ccc2c(c1)CC1(C)CCC(=O)C=C21. As a reaction SMILES: [CH2:1]1[CH2:2][NH:3][CH2:4][CH2:5]1.[CH3:10][O:11][c:12]1[cH:13][c:14]2[c:18]([cH:19][cH:20]1)[C:17](=[O:21])[C:16]([CH2:22][CH2:23][C:24]([CH3:25])=[O:26])([CH3:27])[CH2:15]2.[CH3:28][c:29]1[cH:30][cH:31][cH:32][cH:33][cH:34]1.[CH3:35][CH2:36][O:37][C:38]([CH3:39])=[O:40].[CH3:6][C:7](=[O:8])[OH:9]>>[CH3:10][O:11][c:12]1[cH:13][c:14]2[c:18]([cH:19][cH:20]1)[C:17]1=[CH:25][C:24](=[O:26])[CH2:23][CH2:22][C:16]1([CH3:27])[CH2:15]2. Reactants: CCN=C=NCCCN(C)C, CCCCc1nc(Cl)c(CO)n1Cc1ccc(-c2ccccc2-c2nnn[nH]2)cc1, COC1CC(C(=O)O)CC1O[N+](=O)[O-], CN1CCOCC1, CN(C)c1ccncc1, ClCCl, Cl, [K]. Product: CCCCc1nc(Cl)c(COC(=O)C2CC(OC)C(O[N+](=O)[O-])C2)n1Cc1ccc(-c2ccccc2-c2nnn[nH]2)cc1. As a reaction SMILES: [CH2:47]([N:48]=[C:49]=[N:50][CH2:51][CH2:52][CH2:53][N:54]([CH3:55])[CH3:56])[CH3:57].[CH3:2][CH2:3][CH2:4][CH2:5][c:6]1[n:7][c:8]([Cl:9])[c:10]([CH2:11][OH:12])[n:13]1[CH2:14][c:15]1[cH:16][cH:17][c:18](-[c:21]2[cH:22][cH:23][cH:24][cH:25][c:26]2-[c:27]2[n:28][n:29][n:30][nH:31]2)[cH:19][cH:20]1.[CH3:32][O:33][CH:34]1[CH2:35][CH:36]([C:43](=[O:44])[OH:45])[CH2:37][CH:38]1[O:39][N+:40](=[O:41])[O-:42].[CH3:58][N:59]1[CH2:60][CH2:61][O:62][CH2:63][CH2:64]1.[CH3:68][N:69]([CH3:70])[c:71]1[cH:72][cH:73][n:74][cH:75][cH:76]1.[Cl:65][CH2:66][Cl:67].[ClH:46].[K:1]>>[CH3:2][CH2:3][CH2:4][CH2:5][c:6]1[n:7][c:8]([Cl:9])[c:10]([CH2:11][O:12][C:43]([CH:36]2[CH2:35][CH:34]([O:33][CH3:32])[CH:38]([O:39][N+:40](=[O:41])[O-:42])[CH2:37]2)=[O:44])[n:13]1[CH2:14][c:15]1[cH:16][cH:17][c:18](-[c:21]2[cH:22][cH:23][cH:24][cH:25][c:26]2-[c:27]2[nH:28][n:29][n:30][n:31]2)[cH:19][cH:20]1. Reactants: Cc1ccc(Oc2cccc(C(C)NC(=O)OC(C)(C)C)c2)cn1, CO, Cl. The product is Cc1ccc(Oc2cccc(C(C)N)c2)cn1. As a reaction SMILES: [C:1]([O:2][C:3](=[O:4])[NH:7][CH:8]([CH3:9])[c:10]1[cH:11][c:12]([O:16][c:17]2[cH:18][n:19][c:20]([CH3:23])[cH:21][cH:22]2)[cH:13][cH:14][cH:15]1)([CH3:5])([CH3:6])[CH3:24].[CH3:26][OH:27].[ClH:25]>>[NH2:7][CH:8]([CH3:9])[c:10]1[cH:11][c:12]([O:16][c:17]2[cH:18][n:19][c:20]([CH3:23])[cH:21][cH:22]2)[cH:13][cH:14][cH:15]1. The reactants are CCOCC (ether), CCOCC (ether), NC[C@H](O)[C@@H](O)[C@H](O)[C@H](O)CO (1-Amino-1-deoxy-D-glucitol), N(=O)[O-].[Na+] (NaNO2), C(C=C)(=O)Cl (Acryloyl chloride). Solvent: C(=O)([O-])[O-].[K+].[K+] (K2CO3). Yields the product C(C=C)(=O)NC[C@H](O)[C@@H](O)[C@H](O)[C@H](O)CO (1-Acrylamido-1-deoxy-D-glucitol). RXN SMILES: [NH2:1][CH2:2][C@@H:3]([C@H:5]([C@@H:7]([C@@H:9]([CH2:11][OH:12])[OH:10])[OH:8])[OH:6])[OH:4].N([O-])=O.[Na+].[C:17](Cl)(=[O:20])[CH:18]=[CH2:19].CCOCC>C([O-])([O-])=O.[K+].[K+]>[C:17]([NH:1][CH2:2][C@@H:3]([C@H:5]([C@@H:7]([C@@H:9]([CH2:11][OH:12])[OH:10])[OH:8])[OH:6])[OH:4])(=[O:20])[CH:18]=[CH2:19] |f:1.2,5.6.7|. Procedure details: 1-Amino-1-deoxy-D-glucitol (0.16 mol; 29 g) and 0.2 g NaNO2 were dissolved under a nitrogen atmosphere at 0° C. in 100 ml of a 0.3M K2CO3 solution. Acryloyl chloride (0.32 mol; 28.96 g) was added under vigorous stirring. The reaction was carried out similar to the synthesis of 1. After addition of ether, white crystals and a yellow oil were formed. The crystals were separated and gave the product, while the oil was discharged. Stepwise addition of 2 l of ether to the mother liquid and storing it...